From a dataset of the Open Reaction Database (ORD), a public repository of structured organic reaction records. describe an organic reaction: reactants, conditions, products, and yield Starting materials: CO, CCOC(=O)C(=NOC)c1csnn1, [OH-]. Yields the product CON=C(C(=O)O)c1csnn1. RXN SMILES: [CH3:16][OH:17].[CH3:2][O:3][N:4]=[C:5]([C:6](=[O:7])[O:8][CH2:9][CH3:10])[c:11]1[n:12][n:13][s:14][cH:15]1.[OH-:1]>>[CH3:2][O:3][N:4]=[C:5]([C:6](=[O:7])[OH:8])[c:11]1[n:12][n:13][s:14][cH:15]1. The reactants are CON(C)C(=O)C1(C(F)(F)F)CCC(O)CC1, ClCCl, CC(C)(C)[Si](C)(C)OS(=O)(=O)C(F)(F)F, Cc1cccc(C)n1. The product is CON(C)C(=O)C1(C(F)(F)F)CCC(O[Si](C)(C)C(C)(C)C)CC1. As a reaction SMILES: [CH3:1][O:2][N:3]([C:4](=[O:5])[C:6]1([C:13]([F:14])([F:15])[F:16])[CH2:7][CH2:8][CH:9]([OH:12])[CH2:10][CH2:11]1)[CH3:17].[Cl:41][CH2:42][Cl:43].[F:26][C:27]([F:28])([F:29])[S:30]([O:31][Si:32]([CH3:33])([CH3:34])[C:35]([CH3:36])([CH3:37])[CH3:38])(=[O:39])=[O:40].[n:18]1[c:19]([CH3:20])[cH:21][cH:22][cH:23][c:24]1[CH3:25]>>[CH3:1][O:2][N:3]([C:4](=[O:5])[C:6]1([C:13]([F:14])([F:15])[F:16])[CH2:7][CH2:8][CH:9]([O:12][Si:32]([CH3:33])([CH3:34])[C:35]([CH3:36])([CH3:37])[CH3:38])[CH2:10][CH2:11]1)[CH3:17].